From a dataset of the Open Reaction Database (ORD), a public repository of structured organic reaction records. describe an organic reaction: reactants, conditions, products, and yield The reactants are OC1CN(CC2=C(C3=C(C=C12)OCO3)OC)C (4-hydroxy-8-methoxy-2-methyl-6,7 -methylenedioxy-1,2,3,4-tetrahydroisoquinoline), C(C)(=O)Cl (acetyl chloride), O (water), O (water), aqueous solution, [OH-].[Na+] (sodium hydroxide). Run in C(Cl)Cl (methylene chloride). Reaction conditions: time 1 hour. The product is C(C)(=O)OC1CN(CC2=C(C3=C(C=C12)OCO3)OC)C (4-acetoxy-8-methoxy-2-methyl-6,7-methylenedioxy-1,2,3,4-tetrahydroisoquinoline). The yield is 99.0%. RXN SMILES: [OH:1][CH:2]1[C:11]2[C:6](=[C:7]([O:15][CH3:16])[C:8]3[O:14][CH2:13][O:12][C:9]=3[CH:10]=2)[CH2:5][N:4]([CH3:17])[CH2:3]1.O.[OH-].[Na+].[C:21](Cl)(=[O:23])[CH3:22]>C(Cl)Cl>[C:21]([O:1][CH:2]1[C:11]2[C:6](=[C:7]([O:15][CH3:16])[C:8]3[O:14][CH2:13][O:12][C:9]=3[CH:10]=2)[CH2:5][N:4]([CH3:17])[CH2:3]1)(=[O:23])[CH3:22] |f:2.3|. Reported procedure: 4.74 g (20 mmol) of 4-hydroxy-8-methoxy-2-methyl-6,7-methylenedioxy-1,2,3,4-tetrahydroisoquinoline (6) was dissolved in 70 ml of methylene chloride, to which 1.71 ml of acetyl chloride was added dropwise at room temperature. This solution was stirred at 20°-30° C. for one hour, added with 30 ml of water and then further added with 25% aqueous solution of sodium hydroxide to make the water layer basic. After separating the layers, the water layer was extracted with 20 ml of methylene chloride. Th... Starting materials: ClC1=NC=C(C(=O)OC)C=C1 (methyl 6-chloronicotinate), S1C2=C(C=C1B(O)O)C=CC=C2 (benzo[b]thiophene-2-ylboronic acid), C([O-])([O-])=O.[Na+].[Na+] (sodium carbonate). The reagents and catalysts are [Pd].C1(=CC=CC=C1)P(C1=CC=CC=C1)C1=CC=CC=C1.C1(=CC=CC=C1)P(C1=CC=CC=C1)C1=CC=CC=C1.C1(=CC=CC=C1)P(C1=CC=CC=C1)C1=CC=CC=C1.C1(=CC=CC=C1)P(C1=CC=CC=C1)C1=CC=CC=C1 (tetrakis-(triphenylphosphine) palladium(0)). The solvent is C1(=CC=CC=C1)C (toluene), C(C)O (ethanol). Conditions: temperature 80 celsius. Yields the product COC(C1=C(N=CC=C1)C1=CC2=C(S1)C=CC=C2)=O (2-benzo[b]thiophen-2-yl-nicotinic acid methylester). The yield is 78.1%. Reaction SMILES: Cl[C:2]1[CH:11]=[CH:10][C:5]([C:6]([O:8][CH3:9])=[O:7])=[CH:4][N:3]=1.[S:12]1[C:16](B(O)O)=[CH:15][C:14]2[CH:20]=[CH:21][CH:22]=[CH:23][C:13]1=2.C(=O)([O-])[O-].[Na+].[Na+]>C1(C)C=CC=CC=1.C(O)C.[Pd].C1(P(C2C=CC=CC=2)C2C=CC=CC=2)C=CC=CC=1.C1(P(C2C=CC=CC=2)C2C=CC=CC=2)C=CC=CC=1.C1(P(C2C=CC=CC=2)C2C=CC=CC=2)C=CC=CC=1.C1(P(C2C=CC=CC=2)C2C=CC=CC=2)C=CC=CC=1>[CH3:9][O:8][C:6](=[O:7])[C:5]1[CH:10]=[CH:11][CH:2]=[N:3][C:4]=1[C:16]1[S:12][C:13]2[CH:23]=[CH:22][CH:21]=[CH:20][C:14]=2[CH:15]=1 |f:2.3.4,7.8.9.10.11|. Procedure: Compound 2 (5.0 g, 29.1 mmol), benzo[b]thiophene-2-ylboronic acid (6.23 g, 35.0 mmol), and tetrakis-(triphenylphosphine) palladium(0) (1.07 g, 0.87 mmol) were added to an RBF equipped with a reflux condenser and dissolved in a mixed solvent system of toluene (150 mL) and ethanol (50 mL). After addition of 50 mL of aqueous 2 N sodium carbonate solution, the reaction mixture was heated at 80° C. for 2 days. The organic phase was separated and extracted with methylene chloride. The organics were th...